Dataset: the Open Reaction Database (ORD), a public repository of structured organic reaction records. Task: describe an organic reaction: reactants, conditions, products, and yield The reactants are O=Cc1ccc(Sc2ccc(Cl)cc2)cc1, ClCCl, [K+], [OH-], O=C(OO)c1cccc(Cl)c1. The product is O=Cc1ccc(S(=O)(=O)c2ccc(Cl)cc2)cc1. RXN SMILES: [Cl:1][c:2]1[cH:3][cH:4][c:5]([S:8][c:9]2[cH:10][cH:11][c:12]([CH:13]=[O:14])[cH:15][cH:16]2)[cH:6][cH:7]1.[Cl:30][CH2:31][Cl:32].[K+:29].[OH-:28].[OH:17][O:18][C:19]([c:20]1[cH:21][c:22]([Cl:23])[cH:24][cH:25][cH:26]1)=[O:27]>>[Cl:1][c:2]1[cH:3][cH:4][c:5]([S:8]([c:9]2[cH:10][cH:11][c:12]([CH:13]=[O:14])[cH:15][cH:16]2)(=[O:17])=[O:28])[cH:6][cH:7]1. The reactants are BrC1=CC=C(C=C1)C=1OC(C2=C(NC(C21)=O)C2=CC=CC=C2)=O (3-(p-Bromophenyl)-6-phenyl furo[3,4-c]pyrrole-1,4-dione), S(=O)(=O)(OC)C1=CC=C(C)C=C1 (methyl tosylate), C([O-])([O-])=O.[K+].[K+] (potassium carbonate), CN(C=O)C (dimethylformamide). Run in O (Water). Reaction conditions: time 8 hour. Product: CN1C(=C2C(C1=O)=C(OC2=O)C2=CC=C(C=C2)Br)C2=CC=CC=C2 (5-Methyl-3-(p-bromophenyl)-6-phenylfuro[3,4-c]pyrrole-1,4-dione). Isolated yield 53.3%. As a reaction SMILES: [Br:1][C:2]1[CH:7]=[CH:6][C:5]([C:8]2[O:9][C:10](=[O:23])[C:11]3[C:15]=2[C:14](=[O:16])[NH:13][C:12]=3[C:17]2[CH:22]=[CH:21][CH:20]=[CH:19][CH:18]=2)=[CH:4][CH:3]=1.S(C1C=CC(C)=CC=1)(O[CH3:28])(=O)=O.C(=O)([O-])[O-].[K+].[K+].CN(C)C=O>O>[CH3:28][N:13]1[C:14](=[O:16])[C:15]2=[C:8]([C:5]3[CH:4]=[CH:3][C:2]([Br:1])=[CH:7][CH:6]=3)[O:9][C:10](=[O:23])[C:11]2=[C:12]1[C:17]1[CH:22]=[CH:21][CH:20]=[CH:19][CH:18]=1 |f:2.3.4|. Procedure details: A mixture of furopyrrole 6 (1.5 g, 4.08 mmol), methyl tosylate (1.14 g, 6.12 mmol), potassium carbonate (1.13 g, 8.16 mmol) and dimethylformamide was stirred at room temperature overnight. Water was then added, and the organic component extracted with DCM. The solvent was removed, and washing with water then methanol gave the methylated compound 7 as a red solid (0.831 g, 53%), m.p. 215-216° C. δH (CDCl3) 8.19 and 7.61 (each 2H, AA′BB′, p-C6H4Br), 7.78-7.73 (2H, m, o-Ph), 7.54-7.50 (3H, m, m/p-P... Reactants: [Ba+2], CC(=O)O, CCOC(C)=O, O=C(O)CCC(=O)c1ccc(-c2ccc(Cl)cc2)cc1, [H][H], O=P(O)(O)O, [Pd+2], O=S(=O)([O-])[O-], O=S(=O)([O-])[O-]. Product: O=C(O)CCCc1ccc(-c2ccc(Cl)cc2)cc1. RXN SMILES: [Ba+2:43].[CH3:28][C:29](=[O:30])[OH:31].[CH3:32][CH2:33][O:34][C:35](=[O:36])[CH3:37].[Cl:1][c:2]1[cH:3][cH:4][c:5](-[c:8]2[cH:9][cH:10][c:11]([C:14]([CH2:15][CH2:16][C:17](=[O:18])[OH:19])=[O:20])[cH:12][cH:13]2)[cH:6][cH:7]1.[H:26][H:27].[P:21](=[O:22])([OH:23])([OH:24])[OH:25].[Pd+2:44].[S:38]([O-:39])([O-:40])(=[O:41])=[O:42].[S:45]([O-:46])([O-:47])(=[O:48])=[O:49]>>[Cl:1][c:2]1[cH:3][cH:4][c:5](-[c:8]2[cH:9][cH:10][c:11]([CH2:14][CH2:15][CH2:16][C:17](=[O:18])[OH:19])[cH:12][cH:13]2)[cH:6][cH:7]1. Starting materials: Nc1ccc(-c2cc3c(cc2Cl)OC(F)(F)O3)cn1, O=C(Cl)c1ccccc1F. The product is O=C(Nc1ccc(-c2cc3c(cc2Cl)OC(F)(F)O3)cn1)c1ccccc1F. RXN SMILES: [Cl:1][c:2]1[c:3](-[c:13]2[cH:14][cH:15][c:16]([NH2:19])[n:17][cH:18]2)[cH:4][c:5]2[c:6]([cH:12]1)[O:7][C:8]([F:10])([F:11])[O:9]2.[F:20][c:21]1[c:22]([C:23](=[O:24])[Cl:25])[cH:26][cH:27][cH:28][cH:29]1>>[Cl:1][c:2]1[c:3](-[c:13]2[cH:14][cH:15][c:16]([NH:19][C:23]([c:22]3[c:21]([F:20])[cH:29][cH:28][cH:27][cH:26]3)=[O:24])[n:17][cH:18]2)[cH:4][c:5]2[c:6]([cH:12]1)[O:7][C:8]([F:10])([F:11])[O:9]2. Reactants: C(C)(C)(C)C1=CC=C(C=C1)C#C (4-tert-butylphenyl ethyne), C[Si](C)(C)C#CC1=CC=C(C=C1)C(CCC(C)C)(C)C (trimethylsilyl [4-(1,1,4-trimethylpentyl)]phenylethyne), C[Si](C)(C)C#CC1=CC=C(C=C1)C(CCC(C)C)(C)C (trimethylsilyl [4-(1,1,4-trimethylpentyl)]phenylethyne). The product is CC(CCC(C)C)(C)C1=CC=C(C=C1)C#C ([4-(1,1,4trimethylpentyl)]phenylethyne). As a reaction SMILES: C(C1C=CC(C#C)=CC=1)(C)(C)C.C[Si]([C:17]#[C:18][C:19]1[CH:24]=[CH:23][C:22]([C:25]([CH3:32])([CH3:31])[CH2:26][CH2:27][CH:28]([CH3:30])[CH3:29])=[CH:21][CH:20]=1)(C)C>>[CH3:32][C:25]([C:22]1[CH:21]=[CH:20][C:19]([C:18]#[CH:17])=[CH:24][CH:23]=1)([CH3:31])[CH2:26][CH2:27][CH:28]([CH3:30])[CH3:29]. Procedure details: Using the same general procedure as described for Compound 19, but using instead trimethylsilyl [4-(1,1,4-trimethylpentyl)]phenylethyne (Compound 34 ), the title compound was synthesized as a colorless oil. PMR (CDCl3): & 0.81 (6H, d, J~6.6 Hz), 0.85-0.96 (2H, m), 1.29 (6H, s), 1.32-1.48 (1H, m). 1.55-1.66 (2H, m)., 3.04 (1H, s), 7.29 (2H, d, J~8.4 Hz), 7.44 (2H, d, J~8.4 Hz). Reactants: CC(CCN)N1C=NC=C1 (gamma-methyl-1H-imidazole-1-propanamine), ClC1=CC=C(S1)C(=O)Cl (5-chlorothiophene-2-carbonyl chloride). The product is ClC1=CC=C(S1)C(=O)NCCC(C)N1C=NC=C1 (5-Chloro-N-[3-(1H-imidazol-1-yl)butyl]-2-thiophene carboxamide). As a reaction SMILES: [CH3:1][CH:2]([N:6]1[CH:10]=[CH:9][N:8]=[CH:7]1)[CH2:3][CH2:4][NH2:5].[Cl:11][C:12]1[S:16][C:15]([C:17](Cl)=[O:18])=[CH:14][CH:13]=1>>[Cl:11][C:12]1[S:16][C:15]([C:17]([NH:5][CH2:4][CH2:3][CH:2]([N:6]2[CH:10]=[CH:9][N:8]=[CH:7]2)[CH3:1])=[O:18])=[CH:14][CH:13]=1. Reported procedure: When gamma-methyl-1H-imidazole-1-propanamine is treated with 5-chlorothiophene-2-carbonyl chloride by the procedure of Example 36, the above compound, m.p. 141°-143° C., is obtained. Reactants: Cl (hydrochloric acid), IC (iodomethane), C(C(C)C)OC1=C(C(=O)C=2C=CC(=C(C2)CCC(=O)O)OCC(C)C)C=CC(=C1)OCC(C)C (3-[5-(2,4-diisobutoxybenzoyl)-2-isobutoxyphenyl]propanoic acid), C([O-])([O-])=O.[K+].[K+] (potassium carbonate). Run in O (water), C(C)(=O)OCC (ethyl acetate), CN(C=O)C (N,N-dimethylformamide). Conditions: time 30 minute. Product: C(C(C)C)OC1=C(C(=O)C=2C=CC(=C(C2)CCC(=O)OC)OCC(C)C)C=CC(=C1)OCC(C)C (methyl 3-[5-(2,4-diisobutoxybenzoyl)-2-isobutoxyphenyl]propanoate). Yield: 99.0%. RXN SMILES: IC.[CH2:3]([O:7][C:8]1[CH:31]=[C:30]([O:32][CH2:33][CH:34]([CH3:36])[CH3:35])[CH:29]=[CH:28][C:9]=1[C:10]([C:12]1[CH:13]=[CH:14][C:15]([O:23][CH2:24][CH:25]([CH3:27])[CH3:26])=[C:16]([CH2:18][CH2:19][C:20]([OH:22])=[O:21])[CH:17]=1)=[O:11])[CH:4]([CH3:6])[CH3:5].[C:37](=O)([O-])[O-].[K+].[K+].Cl>CN(C)C=O.O.C(OCC)(=O)C>[CH2:3]([O:7][C:8]1[CH:31]=[C:30]([O:32][CH2:33][CH:34]([CH3:36])[CH3:35])[CH:29]=[CH:28][C:9]=1[C:10]([C:12]1[CH:13]=[CH:14][C:15]([O:23][CH2:24][CH:25]([CH3:27])[CH3:26])=[C:16]([CH2:18][CH2:19][C:20]([O:22][CH3:37])=[O:21])[CH:17]=1)=[O:11])[CH:4]([CH3:6])[CH3:5] |f:2.3.4|. Procedure: At ambient temperature, 9.9 ml of iodomethane is dropwise added to a suspension of 50.0 g of 3-[5-(2,4-diisobutoxybenzoyl)-2-isobutoxyphenyl]propanoic acid and 22.0 g of potassium carbonate in 150 ml of N,N-dimethylformamide. The mixture thus obtained is stirred at the same temperature as above for 30 minutes. The reaction mixture is added to a mixture of ethyl acetate and water, pH is adjusted to 2 with 6 mol/L hydrochloric acid, and the organic layer is separated. The organic layer is washed w... Starting materials: ClC1=CC=C(C=C1)F (p-chlorofluorobenzene), CN1CC(C(CC1)O)C1=CC=CC=C1 (1-methyl-3-phenyl-4-piperidinol), CN(C)C=O (DMF), [H-].[Na+] (sodium hydride), CN(C)C=O (DMF). Solvent: C1=CC=CC=C1 (benzene), C1=CC=CC=C1 (benzene), ClCCl (dichloromethane), C1=CC=CC=C1 (benzene). Conditions: time 18 hour. Yields the product ClC1=CC=C(O[C@H]2[C@@H](CN(CC2)C)C2=CC=CC=C2)C=C1 (trans-4-(4-chlorophenoxy)-1-methyl-3-phenylpiperidine). As a reaction SMILES: [CH3:1][N:2]1[CH2:7][CH2:6][CH:5]([OH:8])[CH:4]([C:9]2[CH:14]=[CH:13][CH:12]=[CH:11][CH:10]=2)[CH2:3]1.[H-].[Na+].CN(C=O)C.[Cl:22][C:23]1[CH:28]=[CH:27][C:26](F)=[CH:25][CH:24]=1>C1C=CC=CC=1.ClCCl>[Cl:22][C:23]1[CH:28]=[CH:27][C:26]([O:8][C@@H:5]2[CH2:6][CH2:7][N:2]([CH3:1])[CH2:3][C@H:4]2[C:9]2[CH:14]=[CH:13][CH:12]=[CH:11][CH:10]=2)=[CH:25][CH:24]=1 |f:1.2|. Reported procedure: A suspension of 7.65 g of 1-methyl-3-phenyl-4-piperidinol (approximately a 50:50 mixture of isomers) of Example 1 in 100 ml of benzene is added to a suspension of 1.2 g of sodium hydride in 50 ml dry benzene. The mixture is heated to reflux, and 25 ml of dry DMF are added dropwise over a 10-minute period. After refluxing for 1 hour, the mixture is cooled to room temperature and a solution of 6.53 g of p-chlorofluorobenzene in 50 ml of benzene is added all at once. After stirring for 18 hours at ... The solvent is C1=CC=CC=C1 (benzene), O (water). The product is FC1=CC=C(COC2=CC=C(C=C2)NC(=O)N(OC)C)C=C1 (N-[4-(4-fluorobenzyloxy)phenyl]-N'-methyl-N'-methoxyurea). As a reaction SMILES: [F:1][C:2]1[CH:16]=[CH:15][C:5]([CH2:6][O:7][C:8]2[CH:14]=[CH:13][C:11]([NH2:12])=[CH:10][CH:9]=2)=[CH:4][CH:3]=1.[CH3:17][N:18]([O:22][CH3:23])[C:19](Cl)=[O:20].N1C=CC=CC=1.Cl.N1C=CC=CC=1>C1C=CC=CC=1.O>[F:1][C:2]1[CH:16]=[CH:15][C:5]([CH2:6][O:7][C:8]2[CH:14]=[CH:13][C:11]([NH:12][C:19]([N:18]([CH3:17])[O:22][CH3:23])=[O:20])=[CH:10][CH:9]=2)=[CH:4][CH:3]=1 |f:3.4|. The reactants are FC1=CC=C(COC2=CC=C(N)C=C2)C=C1 (4-(4-fluorobenzyloxy)aniline), CN(C(=O)Cl)OC (N-methyl-N-methoxycarbamyl chloride), N1=CC=CC=C1 (pyridine), Cl.N1=CC=CC=C1 (pyridine hydrochloride). Reported procedure: To a solution of 4-(4-fluorobenzyloxy)aniline (21.7 g) in benzene (150 ml), N-methyl-N-methoxycarbamyl chloride (14.7 g) and pyridine (11.8 g) are added thereto, and the reaction mixture is heated under reflux for 17 hours. The reaction mixture is cooled to room temperature, and water is added thereto to dissolve the by-produced pyridine hydrochloride. After separation of the aqueous layer, the benzene layer is washed with dilute hydrochloric acid and water in that order, dried and concentrated ... Starting materials: CCN(C(C)C)C(C)C, CC(C)(C)N1CCCC1C(=O)NCC(O)C(Cc1ccccc1)NC(=O)C(N)CC(N)=O, O=C(Cl)c1ccc2ccccc2c1. Product: CC(C)(C)N1CCCC1C(=O)NCC(O)C(Cc1ccccc1)NC(=O)C(CC(N)=O)NC(=O)c1ccc2ccccc2c1. As a reaction SMILES: [CH:46]([N:47]([CH:48]([CH3:49])[CH3:50])[CH2:51][CH3:52])([CH3:53])[CH3:54].[NH2:1][CH:2]([CH2:3][C:4]([NH2:5])=[O:6])[C:7](=[O:8])[NH:9][CH:10]([CH:11]([CH2:12][NH:13][C:14]([CH:15]1[N:16]([C:20]([CH3:21])([CH3:22])[CH3:23])[CH2:17][CH2:18][CH2:19]1)=[O:24])[OH:25])[CH2:26][c:27]1[cH:28][cH:29][cH:30][cH:31][cH:32]1.[cH:33]1[c:34]([C:43](=[O:44])[Cl:45])[cH:35][cH:36][c:37]2[cH:38][cH:39][cH:40][cH:41][c:42]12>>[NH:1]([CH:2]([CH2:3][C:4]([NH2:5])=[O:6])[C:7](=[O:8])[NH:9][CH:10]([CH:11]([CH2:12][NH:13][C:14]([CH:15]1[N:16]([C:20]([CH3:21])([CH3:22])[CH3:23])[CH2:17][CH2:18][CH2:19]1)=[O:24])[OH:25])[CH2:26][c:27]1[cH:28][cH:29][cH:30][cH:31][cH:32]1)[C:43]([c:34]1[cH:33][c:42]2[c:37]([cH:36][cH:35]1)[cH:38][cH:39][cH:40][cH:41]2)=[O:44].